Dataset: the Open Reaction Database (ORD), a public repository of structured organic reaction records. Task: describe an organic reaction: reactants, conditions, products, and yield The reactants are Cc1nn(Cc2ccccc2)c2cccc(Cl)c2c1=O, COCCOC, Cc1ccc(B(O)O)c(C)c1, CCOC(C)=O, [Cs+], [F-], c1ccc(P(c2ccccc2)(c2ccccc2)[Pd](P(c2ccccc2)(c2ccccc2)c2ccccc2)(P(c2ccccc2)(c2ccccc2)c2ccccc2)P(c2ccccc2)(c2ccccc2)c2ccccc2)cc1. Product: Cc1ccc(-c2cccc3c2c(=O)c(C)nn3Cc2ccccc2)c(C)c1. RXN SMILES: [CH2:1]([c:2]1[cH:3][cH:4][cH:5][cH:6][cH:7]1)[n:8]1[n:9][c:10]([CH3:20])[c:11](=[O:19])[c:12]2[c:13]([Cl:18])[cH:14][cH:15][cH:16][c:17]12.[CH2:23]([CH2:24][O:25][CH3:26])[O:27][CH3:28].[CH3:29][c:30]1[c:31]([B:37]([OH:38])[OH:39])[cH:32][cH:33][c:34]([CH3:36])[cH:35]1.[CH3:40][CH2:41][O:42][C:43](=[O:44])[CH3:45].[Cs+:22].[F-:21].[cH:46]1[cH:47][cH:48][c:49]([P:50]([Pd:51]([P:52]([c:53]2[cH:54][cH:55][cH:56][cH:57][cH:58]2)([c:59]2[cH:60][cH:61][cH:62][cH:63][cH:64]2)[c:65]2[cH:66][cH:67][cH:68][cH:69][cH:70]2)([P:71]([c:72]2[cH:73][cH:74][cH:75][cH:76][cH:77]2)([c:78]2[cH:79][cH:80][cH:81][cH:82][cH:83]2)[c:84]2[cH:85][cH:86][cH:87][cH:88][cH:89]2)[P:90]([c:91]2[cH:92][cH:93][cH:94][cH:95][cH:96]2)([c:97]2[cH:98][cH:99][cH:100][cH:101][cH:102]2)[c:103]2[cH:104][cH:105][cH:106][cH:107][cH:108]2)([c:109]2[cH:110][cH:111][cH:112][cH:113][cH:114]2)[c:115]2[cH:116][cH:117][cH:118][cH:119][cH:120]2)[cH:121][cH:122]1>>[CH2:1]([c:2]1[cH:3][cH:4][cH:5][cH:6][cH:7]1)[n:8]1[n:9][c:10]([CH3:20])[c:11](=[O:19])[c:12]2[c:13](-[c:31]3[c:30]([CH3:29])[cH:35][c:34]([CH3:36])[cH:33][cH:32]3)[cH:14][cH:15][cH:16][c:17]12. Reactants: CCOC(=O)c1ccc2[nH]cc(CCCCN3CCc4c(oc5ccccc45)C3)c2c1, O. Product: O=C(O)c1ccc2[nH]cc(CCCCN3CCc4c(oc5ccccc45)C3)c2c1. As a reaction SMILES: [CH2:1]([CH3:2])[O:3][C:4](=[O:5])[c:6]1[cH:7][c:8]2[c:9]([CH2:15][CH2:16][CH2:17][CH2:18][N:19]3[CH2:20][c:21]4[c:22]([c:25]5[c:26]([o:27]4)[cH:28][cH:29][cH:30][cH:31]5)[CH2:23][CH2:24]3)[cH:10][nH:11][c:12]2[cH:13][cH:14]1.[OH2:32]>>[O:3]=[C:4]([OH:5])[c:6]1[cH:7][c:8]2[c:9]([CH2:15][CH2:16][CH2:17][CH2:18][N:19]3[CH2:20][c:21]4[c:22]([c:25]5[c:26]([o:27]4)[cH:28][cH:29][cH:30][cH:31]5)[CH2:23][CH2:24]3)[cH:10][nH:11][c:12]2[cH:13][cH:14]1. Reactants: COc1ccc(Cc2cccc3c2CCC3C#N)cc1, C1COCCO1, O, O=[Se]=O. The product is COc1ccc(C(=O)c2cccc3c2CCC3C#N)cc1. As a reaction SMILES: [CH3:7][O:8][c:9]1[cH:10][cH:11][c:12]([CH2:13][c:14]2[c:15]3[c:19]([cH:20][cH:21][cH:22]2)[CH:18]([C:23]#[N:24])[CH2:17][CH2:16]3)[cH:25][cH:26]1.[O:1]1[CH2:2][CH2:3][O:4][CH2:5][CH2:6]1.[OH2:30].[Se:27](=[O:28])=[O:29]>>[O:1]=[C:13]([c:12]1[cH:11][cH:10][c:9]([O:8][CH3:7])[cH:26][cH:25]1)[c:14]1[c:15]2[c:19]([cH:20][cH:21][cH:22]1)[CH:18]([C:23]#[N:24])[CH2:17][CH2:16]2.